From a dataset of the Open Reaction Database (ORD), a public repository of structured organic reaction records. describe an organic reaction: reactants, conditions, products, and yield Starting materials: C(C)O (ethanol), C(C)(C)(C)OC(CCN(CCCC)C1=NC(=NC=C1N)Cl)=O (3-[(5-amino-2-chloro-pyrimidin-4-yl)-butyl-amino]-propionic acid tert-butyl ester). As a reaction SMILES: C(O)C.C([O:8][C:9](=O)[CH2:10][CH2:11][N:12]([C:17]1[C:22]([NH2:23])=[CH:21][N:20]=[C:19]([Cl:24])[N:18]=1)[CH2:13][CH2:14][CH2:15][CH3:16])(C)(C)C>C(O)(=O)C>[CH2:13]([N:12]1[CH2:11][CH2:10][C:9](=[O:8])[NH:23][C:22]2[CH:21]=[N:20][C:19]([Cl:24])=[N:18][C:17]1=2)[CH2:14][CH2:15][CH3:16]. Procedure: A mixture of 50 mL of ethanol, 1 mL of acetic acid and 1.3 g of the 3-[(5-amino-2-chloro-pyrimidin-4-yl)-butyl-amino]-propionic acid tert-butyl ester (V-44), prepared in the previous step, was heated at reflux overnight, and then concentrated under reduced pressure. The residue was taken up in dichloromethane and washed successively with 10% sodium bicarbonate solution, water and then dried over anhydrous sodium sulfate. The mixture was filtered and then concentrated under reduced pressure. Trit... Yield: 89.4%. Solvent: C(C)(=O)O (acetic acid). Yields the product C(CCC)N1C2=C(NC(CC1)=O)C=NC(=N2)Cl (9-butyl-2-chloro-5,7,8,9-tetrahydro-pyrimido[4,5-b][1,4]diazepin-6-one). Reported procedure: 4-(2-Bromo-phenylcarbamoyl)-piperidine-1-carboxylic acid tert-butyl ester (1.0 g, 2.60 mmol) was dissolved in dry N,N-dimethylformamide (10.0 mL). To the reaction mixture was then added at 0° C. sodium hydride (60% in mineral oil, 127.3 mg, 3.18 mmol) under nitrogen atmosphere and the reaction mixture was stirred at 0° C. for one hour. To the reaction mixture was then added at 0° C., 2-(2-bromo-ethoxy)-tetrahydro-pyran (0.6 g, 2.86 mmol). The reaction mixture was stirred at 0° C. for one hour, t... Solvent: CN(C=O)C (N,N-dimethylformamide). RXN SMILES: [C:1]([O:5][C:6]([N:8]1[CH2:13][CH2:12][CH:11]([C:14](=[O:23])[NH:15][C:16]2[CH:21]=[CH:20][CH:19]=[CH:18][C:17]=2[Br:22])[CH2:10][CH2:9]1)=[O:7])([CH3:4])([CH3:3])[CH3:2].[H-].[Na+].Br[CH2:27][CH2:28][O:29][CH:30]1[CH2:35][CH2:34][CH2:33][CH2:32][O:31]1>CN(C)C=O>[C:1]([O:5][C:6]([N:8]1[CH2:13][CH2:12][CH:11]([C:14](=[O:23])[N:15]([C:16]2[CH:21]=[CH:20][CH:19]=[CH:18][C:17]=2[Br:22])[CH2:27][CH2:28][O:29][CH:30]2[CH2:35][CH2:34][CH2:33][CH2:32][O:31]2)[CH2:10][CH2:9]1)=[O:7])([CH3:4])([CH3:2])[CH3:3] |f:1.2|. Run at temperature 0 celsius, time 1 hour. Product: C(C)(C)(C)OC(=O)N1CCC(CC1)C(N(CCOC1OCCCC1)C1=C(C=CC=C1)Br)=O (4-{(2-Bromo-phenyl)-[2-(tetrahydro-pyran-2-yloxy)-ethyl]-carbamoyl}-piperidine-1-carboxylic acid tert-butyl ester). Reactants: [H-].[Na+] (sodium hydride), C(C)(C)(C)OC(=O)N1CCC(CC1)C(NC1=C(C=CC=C1)Br)=O (4-(2-Bromo-phenylcarbamoyl)-piperidine-1-carboxylic acid tert-butyl ester), BrCCOC1OCCCC1 (2-(2-bromo-ethoxy)-tetrahydro-pyran). Reactants: [Al+3], C1CCOC1, CCOCC, [H-], [H-], [H-], [H-], [Li+], O=C1CN2CCC1CC2CCc1ccccc1. Product: OC1CN2CCC1CC2CCc1ccccc1. As a reaction SMILES: [Al+3:2].[CH2:29]1[O:30][CH2:31][CH2:32][CH2:33]1.[CH3:24][CH2:25][O:26][CH2:27][CH3:28].[H-:1].[H-:4].[H-:5].[H-:6].[Li+:3].[c:7]1([CH2:13][CH2:14][CH:15]2[CH2:16][CH:17]3[C:18](=[O:23])[CH2:19][N:20]2[CH2:21][CH2:22]3)[cH:8][cH:9][cH:10][cH:11][cH:12]1>>[c:7]1([CH2:13][CH2:14][CH:15]2[CH2:16][CH:17]3[CH:18]([OH:23])[CH2:19][N:20]2[CH2:21][CH2:22]3)[cH:8][cH:9][cH:10][cH:11][cH:12]1. Starting materials: ONC(C1=CC=C(C=C1)S(N)(=O)=O)=N (N-hydroxy-4-sulfamoyl-benzamidine), ClC1=CC=C(C=C1)C1=NC(=NC(=C1)C)C(=O)O (4-(4-chloro-phenyl)-6-methyl-pyrimidine-2-carboxylic acid). The product is ClC1=CC=C(C=C1)C1=NC(=NC(=C1)C)C1=NC(=NO1)C1=CC=C(C=C1)S(=O)(=O)N (4-{5-[4-(4-Chloro-phenyl)-6-methyl-pyrimidin-2-yl]-[1,2,4]oxadiazol-3-yl}-benzenesulfonamide), solid. The yield is 15.0%. RXN SMILES: [OH:1][NH:2][C:3](=[NH:14])[C:4]1[CH:9]=[CH:8][C:7]([S:10](=[O:13])(=[O:12])[NH2:11])=[CH:6][CH:5]=1.[Cl:15][C:16]1[CH:21]=[CH:20][C:19]([C:22]2[CH:27]=[C:26]([CH3:28])[N:25]=[C:24]([C:29](O)=O)[N:23]=2)=[CH:18][CH:17]=1>>[Cl:15][C:16]1[CH:17]=[CH:18][C:19]([C:22]2[CH:27]=[C:26]([CH3:28])[N:25]=[C:24]([C:29]3[O:1][N:2]=[C:3]([C:4]4[CH:9]=[CH:8][C:7]([S:10]([NH2:11])(=[O:12])=[O:13])=[CH:6][CH:5]=4)[N:14]=3)[N:23]=2)=[CH:20][CH:21]=1. Reported procedure: The title compound was prepared from N-hydroxy-4-sulfamoyl-benzamidine [CAS-No. 4476-10-2] (0.16 g, 0.75 mmol) and 4-(4-chloro-phenyl)-6-methyl-pyrimidine-2-carboxylic acid (example D.10) (0.124 g, 0.5 mmol) according to the general procedure V. Obtained as an off-white solid (0.032 g, 15%). MS (ISN) 426.1 [(M−H)−]; mp 297° C. Reactants: ClC1=C(C=O)C=C(C=C1)[N+](=O)[O-] (2-chloro-5-nitrobenzaldehyde), C(CC)(=O)[O-].[Na+] (sodium propionate), C(CC)(=O)OC(CC)=O (propionic anhydride). Run in ice water. Run at temperature 90 celsius. Product: ClC1=C(C=C(C(=O)O)C)C=C(C=C1)[N+](=O)[O-] (2-Chloro-5-nitro-α-methylcinnamic acid). As a reaction SMILES: [Cl:1][C:2]1[CH:9]=[CH:8][C:7]([N+:10]([O-:12])=[O:11])=[CH:6][C:3]=1[CH:4]=O.[C:13]([O-:17])(=[O:16])[CH2:14][CH3:15].[Na+].C(OC(=O)CC)(=O)CC>>[Cl:1][C:2]1[CH:9]=[CH:8][C:7]([N+:10]([O-:12])=[O:11])=[CH:6][C:3]=1[CH:4]=[C:14]([CH3:15])[C:13]([OH:17])=[O:16] |f:1.2|. Procedure details: 371 g (2 moles) of 2-chloro-5-nitrobenzaldehyde were mixed with 192 g (2 moles) of sodium propionate and 780 g (6 moles) of propionic anhydride. The stirred mixture was then heated for 6 hours at 140°-160° C., solid material going into solution. The solution was then left to cool to 90° C., 200 ml of ice water were added and the precipitated solid was isolated by filtration under suction, washed with water and recrystallized from acetone to give 318 g (66% of theory) of product of melting point ... Reactants: BrCCC1OCCO1 (2-(2-Bromoethyl)-1,3-dioxolane), [Cl-].[Mg+2].[Cl-] (magnesium chloride), [Mg] (magnesium), [Cl-].[NH4+] (ammonium chloride), ClC=1C=C(C(=O)Cl)C=CC1 (3-chlorobenzoyl chloride). Reagents/catalysts: [Cu]Br (copper(I) bromide). Run in O (water), O1CCCC1 (tetrahydrofuran). Reaction conditions: temperature 23 celsius, time 15 minute. Product: ClC=1C=C(C=CC1)C(CCC1OCCO1)=O (3'-chloro-3-(1,3-dioxolan-2-yl)propiophenone). Isolated yield 34.0%. RXN SMILES: Br[CH2:2][CH2:3][CH:4]1[O:8][CH2:7][CH2:6][O:5]1.[Mg].[Cl-].[Mg+2].[Cl-].[Cl:13][C:14]1[CH:15]=[C:16]([CH:20]=[CH:21][CH:22]=1)[C:17](Cl)=[O:18].[Cl-].[NH4+]>O1CCCC1.[Cu]Br.O>[Cl:13][C:14]1[CH:15]=[C:16]([C:17](=[O:18])[CH2:2][CH2:3][CH:4]2[O:8][CH2:7][CH2:6][O:5]2)[CH:20]=[CH:21][CH:22]=1 |f:2.3.4,6.7|. Procedure: 2-(2-Bromoethyl)-1,3-dioxolane (40 ml) was added dropwise within 15 minutes under argon and while stirring at a maximum 30° C. to a suspension of Rieke magnesium, prepared from 44.9 g of magnesium chloride, in 1500 ml of absolute tetrahydrofuran. The suspension was stirred at room temperature (about 23° C.) for 15 minutes, cooled to 0° C. and, after the addition of 43.5 g of copper(I) bromide, stirred at 5° C. for 15 minutes. After cooling to -70° C. 33 ml of 3-chlorobenzoyl chloride were added ... Reactants: BrC=1C(=C2C=NC(=NC2=CC1)O)F (6-bromo-5-fluoroquinazolin-2-ol), P(=O)(Cl)(Cl)Cl (phosphoryl trichloride). Product: BrC=1C(=C2C=NC(=NC2=CC1)Cl)F (6-bromo-2-chloro-5-fluoroquinazoline). RXN SMILES: [Br:1][C:2]1[C:3]([F:13])=[C:4]2[C:9](=[CH:10][CH:11]=1)[N:8]=[C:7](O)[N:6]=[CH:5]2.P(Cl)(Cl)([Cl:16])=O>>[Br:1][C:2]1[C:3]([F:13])=[C:4]2[C:9](=[CH:10][CH:11]=1)[N:8]=[C:7]([Cl:16])[N:6]=[CH:5]2. Reported procedure: A solution of 6-bromo-5-fluoroquinazolin-2-ol (3.0 g, 12.34 mmol) in phosphoryl trichloride (10 mL) was refluxed at 135° C. for 5 hours. Most of phosphoryl trichloride was removed under reduced pressure, and the residue was dropwise added to ice water (200 mL). The resulting precipitate was collected via filtration as a yellow solid (3.1 g, 96%). MS (ES+) C8H3BrClFN2 requires: 260, found: 261, 263 [M+H]+. Reactants: B, CSC, NC(=O)C1CN(c2cccc(N)c2)CCN1Cc1ccccc1. The product is NCC1CN(c2cccc(N)c2)CCN1Cc1ccccc1. RXN SMILES: [BH3:27].[CH3:24][S:25][CH3:26].[NH2:1][c:2]1[cH:3][c:4]([N:8]2[CH2:9][CH:10]([C:21](=[O:22])[NH2:23])[N:11]([CH2:14][c:15]3[cH:16][cH:17][cH:18][cH:19][cH:20]3)[CH2:12][CH2:13]2)[cH:5][cH:6][cH:7]1>>[NH2:1][c:2]1[cH:3][c:4]([N:8]2[CH2:9][CH:10]([CH2:21][NH2:23])[N:11]([CH2:14][c:15]3[cH:16][cH:17][cH:18][cH:19][cH:20]3)[CH2:12][CH2:13]2)[cH:5][cH:6][cH:7]1. Reactants: [OH-].[Na+] (sodium hydroxide), ClC1=NC(=CC(=C1)C1=CN(C2=NC=CC=C21)S(=O)(=O)C2=CC=CC=C2)Cl (3-(2,6-dichloropyridin-4-yl)-1-(phenyl sulfonyl)-1H-pyrrolo[2,3-b]pyridine), C(N)(=O)C1CCN(CC1)C(=O)OC(C)(C)C (tert-butyl 4-carbamoylpiperidine-1-carboxylate), C([O-])([O-])=O.[Cs+].[Cs+] (cesium carbonate), CC1(C2=C(C(=CC=C2)P(C3=CC=CC=C3)C4=CC=CC=C4)OC5=C(C=CC=C51)P(C6=CC=CC=C6)C7=CC=CC=C7)C (Xantphos). The reagents and catalysts are C(C)(=O)[O-].[Pd+2].C(C)(=O)[O-] (palladium (II) acetate). Run in O1CCOCC1 (dioxane), CN(C)C=O (DMF). Conditions: temperature 150 celsius. Yields the product ClC1=CC(=CC(=N1)NC(=O)C1CCNCC1)C1=CNC2=NC=CC=C21 (N-[6-chloro-4-(1H-pyrrolo[2,3-b]pyridin-3-yl)pyridin-2-yl]piperidine-4-carboxamide). Isolated yield 14.5%. As a reaction SMILES: Cl[C:2]1[CH:7]=[C:6]([C:8]2[C:16]3[C:11](=[N:12][CH:13]=[CH:14][CH:15]=3)[N:10](S(C3C=CC=CC=3)(=O)=O)[CH:9]=2)[CH:5]=[C:4]([Cl:26])[N:3]=1.[C:27]([CH:30]1[CH2:35][CH2:34][N:33](C(OC(C)(C)C)=O)[CH2:32][CH2:31]1)(=[O:29])[NH2:28].C(=O)([O-])[O-].[Cs+].[Cs+].CC1(C)C2C(=C(P(C3C=CC=CC=3)C3C=CC=CC=3)C=CC=2)OC2C(P(C3C=CC=CC=3)C3C=CC=CC=3)=CC=CC1=2.[OH-].[Na+]>O1CCOCC1.CN(C=O)C.C([O-])(=O)C.[Pd+2].C([O-])(=O)C>[Cl:26][C:4]1[N:3]=[C:2]([NH:28][C:27]([CH:30]2[CH2:35][CH2:34][NH:33][CH2:32][CH2:31]2)=[O:29])[CH:7]=[C:6]([C:8]2[C:16]3[C:11](=[N:12][CH:13]=[CH:14][CH:15]=3)[NH:10][CH:9]=2)[CH:5]=1 |f:2.3.4,6.7,10.11.12|. Reported procedure: A mixture of Example 7a (0.100 g, 0.247 mmol), tert-butyl 4-carbamoylpiperidine-1-carboxylate (0.0960 g, 0.421 mmol), cesium carbonate (0.105 g, 0.322 mmol), palladium (II) acetate (2.8 mg, 0.012 mmol), and Xantphos (10.7 mg, 0.019 mmol) in dioxane (3 mL) and DMF (0.1 mL) was degassed and heated at 150° C. for 30 minutes in a Biotage microwave reactor. The solvent was evaporated. The residue was treated with 20% brine and extracted with EtOAc. The organic layer was concentrated, dissolved in dio...